This data is from the Open Reaction Database (ORD), a public repository of structured organic reaction records. The task is: describe an organic reaction: reactants, conditions, products, and yield Reported procedure: 1.60·2.20 (2H, m, —CH2 CH2O—), 1.99 (3H, S, -OCOCH3), 2.21 (3H, s, >NCOCH3), 2.38 (6H, s, —CH3×2), 3.40 (1H, m, Indoline C3—H), 4.11 (2H, t, J=7.0 Hz, —CH2 CH2O—), 4.14 (2H, d, J=8.5 Hz, Indoline C2—H). (4) 1-Acetyl-3-(2-acetoxyethyl)-5-bromo-4,6-dimethyl-7-nitroindoline (1.4 g) was dissolved in benzene (20 ml) and 5% Pd—C. (500 mg) was added, which was followed by catalytic hydrogenation at room temperature under A atmospheric pressure. Pd—C. was filtered off and benzene was evaporated under re... Yields the product C(C)(=O)N1CC(C2=C(C=C(C(=C12)NC(C(C)(C)C)=O)C)C)CCOC(C)=O (N-[1-acetyl-3-(2-acetoxyethyl)-4,6-dimethylindolin-7-yl]-2,2-dimethylpropanamide). Run in [Pd] (Pd—C), C1=CC=CC=C1 (benzene). The reactants are —CH2 CH2O—, —CH2 CH2O—, N1CCC2=CC=CC=C12 (Indoline), C(#N)OC (NCOCH3), N1CCC2=CC=CC=C12 (Indoline), C(C)(=O)N1CC(C2=C(C(=C(C(=C12)[N+](=O)[O-])C)Br)C)CCOC(C)=O (1-Acetyl-3-(2-acetoxyethyl)-5-bromo-4,6-dimethyl-7-nitroindoline). The reagents and catalysts are [Pd] (Pd—C). Conditions: time 30 minute. Reaction SMILES: C([O:3][CH3:4])#N.N1[C:13]2[C:8](=[CH:9]C=CC=2)[CH2:7]C1.[C:14]([N:17]1[C:25]2[C:20](=[C:21]([CH3:31])[C:22](Br)=[C:23]([CH3:29])[C:24]=2[N+:26]([O-])=O)[CH:19]([CH2:32][CH2:33][O:34][C:35](=[O:37])[CH3:36])[CH2:18]1)(=[O:16])[CH3:15]>C1C=CC=CC=1.[Pd]>[C:14]([N:17]1[C:25]2[C:20](=[C:21]([CH3:31])[CH:22]=[C:23]([CH3:29])[C:24]=2[NH:26][C:4](=[O:3])[C:8]([CH3:13])([CH3:9])[CH3:7])[CH:19]([CH2:32][CH2:33][O:34][C:35](=[O:37])[CH3:36])[CH2:18]1)(=[O:16])[CH3:15]. The reactants are BrC1=CC=C2CC(N(CC2=C1)C1=NC(=NC(=C1)N1CCN(CC1)C)N)C (4-(7-bromo-3-methyl-3,4-dihydroisoquinolin-2(1H)-yl)-6-(4-methylpiperazin-1-yl)pyrimidin-2-amine), CC1(OB(OC1(C)C)C=1C=CC2=C(NC(CO2)=O)C1)C (6-(4,4,5,5-tetramethyl-1,3,2-dioxaborolan-2-yl)-2H-1,4-benzoxazin-3(4H)-one). The product is NC1=NC(=CC(=N1)N1CC2=CC(=CC=C2CC1C)C=1C=CC2=C(NC(CO2)=O)C1)N1CCN(CC1)C (6-{2-[2-amino-6-(4-methylpiperazin-1-yl)pyrimidin-4-yl]-3-methyl-1,2,3,4-tetrahydroisoquinolin-7-yl}-2H-1,4-benzoxazin-3(4H)-one). RXN SMILES: Br[C:2]1[CH:11]=[C:10]2[C:5]([CH2:6][CH:7]([CH3:26])[N:8]([C:12]3[CH:17]=[C:16]([N:18]4[CH2:23][CH2:22][N:21]([CH3:24])[CH2:20][CH2:19]4)[N:15]=[C:14]([NH2:25])[N:13]=3)[CH2:9]2)=[CH:4][CH:3]=1.CC1(C)C(C)(C)OB([C:35]2[CH:36]=[CH:37][C:38]3[O:43][CH2:42][C:41](=[O:44])[NH:40][C:39]=3[CH:45]=2)O1>>[NH2:25][C:14]1[N:13]=[C:12]([N:8]2[CH:7]([CH3:26])[CH2:6][C:5]3[C:10](=[CH:11][C:2]([C:35]4[CH:36]=[CH:37][C:38]5[O:43][CH2:42][C:41](=[O:44])[NH:40][C:39]=5[CH:45]=4)=[CH:3][CH:4]=3)[CH2:9]2)[CH:17]=[C:16]([N:18]2[CH2:23][CH2:22][N:21]([CH3:24])[CH2:20][CH2:19]2)[N:15]=1. Procedure details: This compound was prepared by using procedures analogous to those described for the synthesis of Example 129, Step 4 starting from 4-(7-bromo-3-methyl-3,4-dihydroisoquinolin-2(1H)-yl)-6-(4-methylpiperazin-1-yl)pyrimidin-2-amine (0.0209 g, 0.0500 mmol) and 6-(4,4,5,5-tetramethyl-1,3,2-dioxaborolan-2-yl)-2H-1,4-benzoxazin-3(4H)-one. LCMS (M+H)+: m/z=486.2. The reactants are CCc1nc2c(F)ccc(OCC(=O)OC)c2c(OC(F)F)c1Cc1ccc(OC(F)(F)F)cc1, Cl, [Li+], C1CCOC1, [OH-]. Yields the product CCc1nc2c(F)ccc(OCC(=O)O)c2c(OC(F)F)c1Cc1ccc(OC(F)(F)F)cc1. Reaction SMILES: [CH3:1][O:2][C:3]([CH2:4][O:5][c:6]1[c:7]2[c:8]([O:31][CH:32]([F:33])[F:34])[c:9]([CH2:19][c:20]3[cH:21][cH:22][c:23]([O:26][C:27]([F:28])([F:29])[F:30])[cH:24][cH:25]3)[c:10]([CH2:17][CH3:18])[n:11][c:12]2[c:13]([F:16])[cH:14][cH:15]1)=[O:35].[ClH:38].[Li+:36].[O:39]1[CH2:40][CH2:41][CH2:42][CH2:43]1.[OH-:37]>>[O:2]=[C:3]([CH2:4][O:5][c:6]1[c:7]2[c:8]([O:31][CH:32]([F:33])[F:34])[c:9]([CH2:19][c:20]3[cH:21][cH:22][c:23]([O:26][C:27]([F:28])([F:29])[F:30])[cH:24][cH:25]3)[c:10]([CH2:17][CH3:18])[n:11][c:12]2[c:13]([F:16])[cH:14][cH:15]1)[OH:35].